describe an organic reaction: reactants, conditions, products, and yield From a dataset of the Open Reaction Database (ORD), a public repository of structured organic reaction records. The reactants are CC[SiH](CC)CC, Cc1ccccc1, O=C(OC(=O)C(F)(F)F)C(F)(F)F, O=C(O)C(F)(F)F, N#Cc1ccc2c(c1)CN(S(=O)(=O)c1cccs1)C(Cc1ccccc1)CN2, O=Cc1c[nH]cn1. Yields the product N#Cc1ccc2c(c1)CN(S(=O)(=O)c1cccs1)C(Cc1ccccc1)CN2Cc1c[nH]cn1. As a reaction SMILES: [CH2:56]([SiH:57]([CH2:58][CH3:59])[CH2:60][CH3:61])[CH3:62].[CH3:63][c:64]1[cH:65][cH:66][cH:67][cH:68][cH:69]1.[F:43][C:44]([F:45])([F:46])[C:47]([O:48][C:49](=[O:50])[C:51]([F:52])([F:53])[F:54])=[O:55].[OH:36][C:37]([C:38]([F:39])([F:40])[F:41])=[O:42].[c:1]1([CH2:7][CH:8]2[CH2:9][NH:10][c:11]3[c:12]([cH:23][c:24]([C:27]#[N:28])[cH:25][cH:26]3)[CH2:13][N:14]2[S:15](=[O:16])(=[O:17])[c:18]2[s:19][cH:20][cH:21][cH:22]2)[cH:2][cH:3][cH:4][cH:5][cH:6]1.[nH:29]1[cH:30][n:31][c:32]([CH:34]=[O:35])[cH:33]1>>[c:1]1([CH2:7][CH:8]2[CH2:9][N:10]([CH2:34][c:32]3[n:31][cH:30][nH:29][cH:33]3)[c:11]3[c:12]([cH:23][c:24]([C:27]#[N:28])[cH:25][cH:26]3)[CH2:13][N:14]2[S:15](=[O:16])(=[O:17])[c:18]2[s:19][cH:20][cH:21][cH:22]2)[cH:2][cH:3][cH:4][cH:5][cH:6]1. Starting materials: C(C)C=1C=C2C(=CN1)NN=C2 (5-ethyl-1H-pyrazolo[3,4-c]pyridine), C(N)(=O)C1=NN(C2=CN=CC=C21)CC(=O)O (2-(3-carbamoyl-1H-pyrazolo[3,4-c]pyridin-1-yl)acetic acid). Product: C(N)(=O)C1=NN(C2=CN=C(C=C21)CC)CC(=O)O ((3-Carbamoyl-5-ethyl-pyrazolo[3,4-c]pyridin-1-yl)-acetic acid). As a reaction SMILES: [CH2:1](C1C=C2C=NNC2=CN=1)[CH3:2].[C:12]([C:15]1[C:23]2[C:18](=[CH:19][N:20]=[CH:21][CH:22]=2)[N:17]([CH2:24][C:25]([OH:27])=[O:26])[N:16]=1)(=[O:14])[NH2:13]>>[C:12]([C:15]1[C:23]2[C:18](=[CH:19][N:20]=[C:21]([CH2:1][CH3:2])[CH:22]=2)[N:17]([CH2:24][C:25]([OH:27])=[O:26])[N:16]=1)(=[O:14])[NH2:13]. Procedure details: was prepared from 5-ethyl-1H-pyrazolo[3,4-c]pyridine by using the same procedures as for the preparation of 2-(3-carbamoyl-1H-pyrazolo[3,4-c]pyridin-1-yl)acetic acid (Scheme A26). MS (LC-MS): 249 [M+H]+, tR (HPLC conditions k): 0.49 min.